Dataset: the Open Reaction Database (ORD), a public repository of structured organic reaction records. Task: describe an organic reaction: reactants, conditions, products, and yield Starting materials: [H-].[Al+3].[Li+].[H-].[H-].[H-] (Lithium aluminium hydride), C1(=CC=CC=C1)COC1=CC2=C(C(NCCO2)=O)C=C1 (8-[(phenylmethyl)oxy]-3,4-dihydro-1,4-benzoxazepin-5(2H)-one). The solvent is C1CCOC1 (THF), C1CCOC1 (THF). Run at temperature 60 celsius, time 3 hour. Product: C1(=CC=CC=C1)COC1=CC2=C(CNCCO2)C=C1 (8-[(Phenylmethyl)oxy]-2,3,4,5-tetrahydro-1,4-benzoxazepine). Yield: 94.5%. Reaction SMILES: [H-].[Al+3].[Li+].[H-].[H-].[H-].[C:7]1([CH2:13][O:14][C:15]2[CH:26]=[CH:25][C:18]3[C:19](=O)[NH:20][CH2:21][CH2:22][O:23][C:17]=3[CH:16]=2)[CH:12]=[CH:11][CH:10]=[CH:9][CH:8]=1>C1COCC1>[C:7]1([CH2:13][O:14][C:15]2[CH:26]=[CH:25][C:18]3[CH2:19][NH:20][CH2:21][CH2:22][O:23][C:17]=3[CH:16]=2)[CH:8]=[CH:9][CH:10]=[CH:11][CH:12]=1 |f:0.1.2.3.4.5|. Reported procedure: 1M Lithium aluminium hydride (62.4 ml, 62.4 mmol) in THF was added under argon to a stirred solution of 8-[(phenylmethyl)oxy]-3,4-dihydro-1,4-benzoxazepin-5(2H)-one (Preparation 27) (8.39 g, 31.2 mmol) in THF (150 ml) with ice bath cooling over 5 minutes. The resulting solution was heated with stirring at 60° C. for 3 hours. The reaction was cooled and carefully quenched by slow addition with ice cooling of 150 ml of 2M sodium hydroxide followed by 150 ml of EtOAc. The organics were separated an... Starting materials: COc1cc2nc(-c3cccc([N+](=O)[O-])c3)[nH]c(=O)c2cc1OCc1ccccc1, O=C(O)C(F)(F)F. The product is COc1cc2nc(-c3cccc([N+](=O)[O-])c3)[nH]c(=O)c2cc1O. As a reaction SMILES: [CH2:1]([c:2]1[cH:3][cH:4][cH:5][cH:6][cH:7]1)[O:8][c:9]1[cH:10][c:11]2[c:12](=[O:30])[nH:13][c:14](-[c:21]3[cH:22][c:23]([N+:27](=[O:28])[O-:29])[cH:24][cH:25][cH:26]3)[n:15][c:16]2[cH:17][c:18]1[O:19][CH3:20].[OH:31][C:32]([C:33]([F:34])([F:35])[F:36])=[O:37]>>[OH:8][c:9]1[cH:10][c:11]2[c:12](=[O:30])[nH:13][c:14](-[c:21]3[cH:22][c:23]([N+:27](=[O:28])[O-:29])[cH:24][cH:25][cH:26]3)[n:15][c:16]2[cH:17][c:18]1[O:19][CH3:20]. Starting materials: N#N, O=[Mn]=O, Cc1nc(C(=O)Nc2cnn(Cc3cnc(C(C)O)o3)n2)c(-c2cccc(OC(F)(F)F)c2)o1. Product: CC(=O)c1ncc(Cn2ncc(NC(=O)c3nc(C)oc3-c3cccc(OC(F)(F)F)c3)n2)o1. As a reaction SMILES: [N:1]#[N:2].[O:37]=[Mn:38]=[O:39].[OH:3][CH:4]([CH3:5])[c:6]1[o:7][c:8]([CH2:11][n:12]2[n:13][cH:14][c:15]([NH:17][C:18](=[O:19])[c:20]3[n:21][c:22]([CH3:36])[o:23][c:24]3-[c:25]3[cH:26][c:27]([O:31][C:32]([F:33])([F:34])[F:35])[cH:28][cH:29][cH:30]3)[n:16]2)[cH:9][n:10]1>>[O:3]=[C:4]([CH3:5])[c:6]1[o:7][c:8]([CH2:11][n:12]2[n:13][cH:14][c:15]([NH:17][C:18](=[O:19])[c:20]3[n:21][c:22]([CH3:36])[o:23][c:24]3-[c:25]3[cH:26][c:27]([O:31][C:32]([F:33])([F:34])[F:35])[cH:28][cH:29][cH:30]3)[n:16]2)[cH:9][n:10]1. The reactants are CCOC(C)=O, Cc1ccc(Nc2nc(Cl)ccc2[N+](=O)[O-])cc1, Cl, [K+], [K+], O=C([O-])[O-], O, O, Cl[Sn]Cl. Yields the product Cc1ccc(Nc2nc(Cl)ccc2N)cc1. Reaction SMILES: [CH3:31][CH2:32][O:33][C:34](=[O:35])[CH3:36].[Cl:1][c:2]1[cH:3][cH:4][c:5]([N+:16]([O-:17])=[O:18])[c:6]([NH:8][c:9]2[cH:10][cH:11][c:12]([CH3:15])[cH:13][cH:14]2)[n:7]1.[ClH:30].[K+:24].[K+:25].[O-:26][C:27]([O-:28])=[O:29].[OH2:19].[OH2:20].[Sn:21]([Cl:22])[Cl:23]>>[Cl:1][c:2]1[cH:3][cH:4][c:5]([NH2:16])[c:6]([NH:8][c:9]2[cH:10][cH:11][c:12]([CH3:15])[cH:13][cH:14]2)[n:7]1. The reactants are [Al+3], CSc1ccc(N)cc1, CCOC(C)=O, [Cl-], [Cl-], [Cl-], N#Cc1ccc(Cl)cc1, [Na+], [OH-]. Yields the product CSc1ccc(NC(=N)c2ccc(Cl)cc2)cc1. RXN SMILES: [Al+3:2].[CH3:14][S:15][c:16]1[cH:17][cH:18][c:19]([NH2:20])[cH:21][cH:22]1.[CH3:25][CH2:26][O:27][C:28](=[O:29])[CH3:30].[Cl-:1].[Cl-:3].[Cl-:4].[Cl:5][c:6]1[cH:7][cH:8][c:9]([C:10]#[N:11])[cH:12][cH:13]1.[Na+:24].[OH-:23]>>[Cl:5][c:6]1[cH:7][cH:8][c:9]([C:10](=[NH:11])[NH:20][c:19]2[cH:18][cH:17][c:16]([S:15][CH3:14])[cH:22][cH:21]2)[cH:12][cH:13]1. Starting materials: C#CCCC(O[SiH](C)C)C(C)(C)C, [Li]CCCC, C1CCOC1, C[Si](C)(C)Cl, CCCCCC. Yields the product C[SiH](C)OC(CCC#C[Si](C)(C)C)C(C)(C)C. Reaction SMILES: [C:1]([CH3:2])([CH3:3])([CH3:4])[CH:5]([CH2:6][CH2:7][C:8]#[CH:9])[O:10][SiH:11]([CH3:12])[CH3:13].[CH2:14]([Li:15])[CH2:16][CH2:17][CH3:18].[CH2:24]1[O:25][CH2:26][CH2:27][CH2:28]1.[CH3:19][Si:20]([CH3:21])([CH3:22])[Cl:23].[CH3:29][CH2:30][CH2:31][CH2:32][CH2:33][CH3:34]>>[C:1]([CH3:2])([CH3:3])([CH3:4])[CH:5]([CH2:6][CH2:7][C:8]#[C:9][Si:20]([CH3:19])([CH3:21])[CH3:22])[O:10][SiH:11]([CH3:12])[CH3:13].